Dataset: the Open Reaction Database (ORD), a public repository of structured organic reaction records. Task: describe an organic reaction: reactants, conditions, products, and yield The reactants are CS(=O)(=O)C=1C=C(C(=O)O)C=CC1C(C)C (3-methylsulfonyl-4-i-propylbenzoic acid), S(=O)(Cl)Cl (thionyl chloride). The reagents and catalysts are CN(C)C=O (DMF). Run in C1(=CC=CC=C1)C (toluene). Yields the product CS(=O)(=O)C=1C=C(C(=O)Cl)C=CC1C(C)C (3-Methylsulfonyl-4-i-propylbenzoyl chloride). Reaction SMILES: [CH3:1][S:2]([C:5]1[CH:6]=[C:7]([CH:11]=[CH:12][C:13]=1[CH:14]([CH3:16])[CH3:15])[C:8](O)=[O:9])(=[O:4])=[O:3].S(Cl)([Cl:19])=O>CN(C=O)C.C1(C)C=CC=CC=1>[CH3:1][S:2]([C:5]1[CH:6]=[C:7]([CH:11]=[CH:12][C:13]=1[CH:14]([CH3:16])[CH3:15])[C:8]([Cl:19])=[O:9])(=[O:4])=[O:3]. Reported procedure: 4.0 g of 3-methylsulfonyl-4-i-propylbenzoic acid, 1.5 ml of thionyl chloride and 3 drops of DMF are heated under reflux for 10 h in 30 ml of toluene. The solvent is subsequently removed in vacuo and the product is taken for further use without purification.